describe an organic reaction: reactants, conditions, products, and yield From a dataset of the Open Reaction Database (ORD), a public repository of structured organic reaction records. The reactants are c1ccncc1, Nc1cc(Cl)ccc1SCCc1cn[nH]c1, O=S(=O)(Cl)c1cc2ccccc2o1. Yields the product O=S(=O)(Nc1cc(Cl)ccc1SCCc1cn[nH]c1)c1cc2ccccc2o1. As a reaction SMILES: [cH:30]1[cH:31][cH:32][n:33][cH:34][cH:35]1.[nH:1]1[n:2][cH:3][c:4]([CH2:6][CH2:7][S:8][c:9]2[c:10]([NH2:11])[cH:12][c:13]([Cl:16])[cH:14][cH:15]2)[cH:5]1.[o:17]1[c:18]([S:26](=[O:27])(=[O:28])[Cl:29])[cH:19][c:20]2[c:21]1[cH:22][cH:23][cH:24][cH:25]2>>[n:1]1[nH:2][cH:3][c:4]([CH2:6][CH2:7][S:8][c:9]2[c:10]([NH:11][S:26]([c:18]3[o:17][c:21]4[c:20]([cH:19]3)[cH:25][cH:24][cH:23][cH:22]4)(=[O:27])=[O:28])[cH:12][c:13]([Cl:16])[cH:14][cH:15]2)[cH:5]1.